This data is from the Open Reaction Database (ORD), a public repository of structured organic reaction records. The task is: describe an organic reaction: reactants, conditions, products, and yield Starting materials: COCCSC=1C=C(C(=NC1)NC1=NC(=NS1)C1CC2CCC(C1)N2C(=O)OC(C)(C)C)OC=2C(=NC=CC2)C (tert-Butyl 3-(5-(5-(2-methoxyethylthio)-3-(2-methylpyridin-3-yloxy)pyridin-2-ylamino)-1,2,4-thiadiazol-3-yl)-8-azabicyclo[3.2.1]octane-8-carboxylate), C(=O)(C(F)(F)F)O (TFA). The solvent is C(Cl)Cl (CH2Cl2). Conditions: time 15 minute. Product: C12CC(CC(CC1)N2)C2=NSC(=N2)NC2=NC=C(C=C2OC=2C(=NC=CC2)C)SCCOC (3-(8-azabicyclo[3.2.1]octan-3-yl)-N-(5-(2-methoxyethylthio)-3-(2-methylpyridin-3-yloxy)pyridin-2-yl)-1,2,4-thiadiazol-5-amine). Isolated yield 90.9%. As a reaction SMILES: [CH3:1][O:2][CH2:3][CH2:4][S:5][C:6]1[CH:7]=[C:8]([O:33][C:34]2[C:35]([CH3:40])=[N:36][CH:37]=[CH:38][CH:39]=2)[C:9]([NH:12][C:13]2[S:17][N:16]=[C:15]([CH:18]3[CH2:24][CH:23]4[N:25](C(OC(C)(C)C)=O)[CH:20]([CH2:21][CH2:22]4)[CH2:19]3)[N:14]=2)=[N:10][CH:11]=1.C(O)(C(F)(F)F)=O>C(Cl)Cl>[CH:23]12[NH:25][CH:20]([CH2:21][CH2:22]1)[CH2:19][CH:18]([C:15]1[N:14]=[C:13]([NH:12][C:9]3[C:8]([O:33][C:34]4[C:35]([CH3:40])=[N:36][CH:37]=[CH:38][CH:39]=4)=[CH:7][C:6]([S:5][CH2:4][CH2:3][O:2][CH3:1])=[CH:11][N:10]=3)[S:17][N:16]=1)[CH2:24]2. Reported procedure: tert-Butyl 3-(5-(5-(2-methoxyethylthio)-3-(2-methylpyridin-3-yloxy)pyridin-2-ylamino)-1,2,4-thiadiazol-3-yl)-8-azabicyclo[3.2.1]octane-8-carboxylate (256 mg, 0.438 mmol) was dissolved in CH2Cl2 (4 mL) and TFA (2 mL) was added. The reaction was stirred at ambient temperature for 15 minutes. The reaction was concentrated and redissolved in CH2Cl2 and washed with saturated aqueous. NaHCO3, dried over sodium sulfate, filtered and concentrated to afford 3-(8-azabicyclo[3.2.1]octan-3-yl)-N-(5-(2-metho... The reactants are CCCCC(C)C(=O)Cl, CCCCC(C)C(=O)N=C=S, COc1cc2nccc(Oc3ccc(N)cc3)c2cc1OC, CCO, Cc1ccccc1, CCCCC(C)C(=O)O, O=S(Cl)Cl. Product: CCCCC(C)C(=O)NC(=S)Nc1ccc(Oc2ccnc3cc(OC)c(OC)cc23)cc1. As a reaction SMILES: [CH3:14][CH:15]([CH2:16][CH2:17][CH2:18][CH3:19])[C:20]([Cl:21])=[O:22].[CH3:23][CH:24]([C:25](=[O:26])[N:27]=[C:28]=[S:29])[CH2:30][CH2:31][CH2:32][CH3:33].[CH3:34][O:35][c:36]1[cH:37][c:38]2[c:39]([O:48][c:49]3[cH:50][cH:51][c:52]([NH2:53])[cH:54][cH:55]3)[cH:40][cH:41][n:42][c:43]2[cH:44][c:45]1[O:46][CH3:47].[CH3:56][CH2:57][OH:58].[CH3:59][c:60]1[cH:61][cH:62][cH:63][cH:64][cH:65]1.[CH3:5][CH:6]([CH2:7][CH2:8][CH2:9][CH3:10])[C:11]([OH:12])=[O:13].[S:1]([Cl:2])([Cl:3])=[O:4]>>[CH3:23][CH:24]([C:25](=[O:26])[NH:27][C:28](=[S:29])[NH:53][c:52]1[cH:51][cH:50][c:49]([O:48][c:39]2[c:38]3[cH:37][c:36]([O:35][CH3:34])[c:45]([O:46][CH3:47])[cH:44][c:43]3[n:42][cH:41][cH:40]2)[cH:55][cH:54]1)[CH2:30][CH2:31][CH2:32][CH3:33]. Reactants: ClC=1C(=NC=C(C1CCN(C(=O)C=1C=NN(C1C(F)(F)F)[C@@H]1C[C@H]([C@H](CC1)C(=O)OCC)C)CC(C)(C)C)Cl)OC ((1S,2R,4S)-ethyl 4-(4-((2-(3,5-dichloro-2-methoxypyridin-4-yl)ethyl)(neopentyl)carbamoyl)-5-(trifluoromethyl)-1H-pyrazol-1-yl)-2-methylcyclohexanecarboxylate), Cl (hydrochloric acid), Cl (hydrochloric acid). Run at temperature 120 celsius. Product: ClC=1C(NC=C(C1CCN(C(=O)C=1C=NN(C1C(F)(F)F)[C@@H]1C[C@H]([C@H](CC1)C(=O)O)C)CC(C)(C)C)Cl)=O ((1S,2R,4S)-4-(4-((2-(3,5-dichloro-2-oxo-1,2-dihydropyridin-4-yl)ethyl)(neopentyl)carbamoyl)-5-(trifluoromethyl)-1H-pyrazol-1-yl)-2-methylcyclohexanecarboxylic acid). Yield: 56.0%. Reaction SMILES: [Cl:1][C:2]1[C:3]([O:40]C)=[N:4][CH:5]=[C:6]([Cl:39])[C:7]=1[CH2:8][CH2:9][N:10]([CH2:34][C:35]([CH3:38])([CH3:37])[CH3:36])[C:11]([C:13]1[CH:14]=[N:15][N:16]([C@H:22]2[CH2:27][CH2:26][C@H:25]([C:28]([O:30]CC)=[O:29])[C@H:24]([CH3:33])[CH2:23]2)[C:17]=1[C:18]([F:21])([F:20])[F:19])=[O:12].Cl>>[Cl:1][C:2]1[C:3](=[O:40])[NH:4][CH:5]=[C:6]([Cl:39])[C:7]=1[CH2:8][CH2:9][N:10]([CH2:34][C:35]([CH3:37])([CH3:36])[CH3:38])[C:11]([C:13]1[CH:14]=[N:15][N:16]([C@H:22]2[CH2:27][CH2:26][C@H:25]([C:28]([OH:30])=[O:29])[C@H:24]([CH3:33])[CH2:23]2)[C:17]=1[C:18]([F:21])([F:20])[F:19])=[O:12]. Procedure: (1S,2R,4S)-ethyl 4-(4-((2-(3,5-dichloro-2-methoxypyridin-4-yl)ethyl)(neopentyl)carbamoyl)-5-(trifluoromethyl)-1H-pyrazol-1-yl)-2-methylcyclohexanecarboxylate (109 mg, 0.175 mmol) was treated with aqueous hydrochloric acid (5.0 N, 3.00 mL, 15.00 mmol) and hydrochloric acid (4.0 N in 1,4-dioxane, 3.00 mL, 12.00 mmol), fitted with a reflux condenser and heated to 120° C. for 3 h. The reaction mixture was concentrated to dryness under reduced pressure (rotary evaporator) and the crude residue was pu... The reactants are IC=1C(=NC=C(C1)C(F)(F)F)N (3-Iodo-5-trifluoromethylpyridin-2-amine), Pd(PPh)3Cl2, [Si](C)(C)(C)C#C (TMS acetylene). The reagents and catalysts are [Cu](I)I (copper iodide). Solvent: C1CCOC1 (THF), C(C)(=O)OCC (ethyl acetate). Product: FC(C=1C=C(C(=NC1)N)C#C[Si](C)(C)C)(F)F (5-Trifluoromethyl-3-((trimethylsilyl)ethynyl)pyridin-2-amine). The yield is 101.8%. RXN SMILES: I[C:2]1[C:3]([NH2:12])=[N:4][CH:5]=[C:6]([C:8]([F:11])([F:10])[F:9])[CH:7]=1.[Si:13]([C:17]#[CH:18])([CH3:16])([CH3:15])[CH3:14]>C1COCC1.C(OCC)(=O)C.[Cu](I)I>[F:9][C:8]([F:11])([F:10])[C:6]1[CH:7]=[C:2]([C:18]#[C:17][Si:13]([CH3:16])([CH3:15])[CH3:14])[C:3]([NH2:12])=[N:4][CH:5]=1. Procedure: To a stirred solution of 3-Iodo-5-trifluoromethylpyridin-2-amine (61.38 g, 213 mmol) in anhydrous THF (200 mL) under a nitrogen atmosphere was added Pd(PPh)3Cl2 (1.5 g, 2.1 mmol), and copper iodide (0.406 g, 2.1 mmol) and the reaction mixture degassed under nitrogen. The reaction mixture was cooled in an ice bath and TMS acetylene (36 mL, 256 mmol) was added dropwise over 30 minutes. Upon complete addition the reaction was allowed to warm to room temperature and monitored until the reaction was ...